Dataset: the Open Reaction Database (ORD), a public repository of structured organic reaction records. Task: describe an organic reaction: reactants, conditions, products, and yield The product is ClC1=CC=CC2=C1CC2C(=O)O (3-chloro-1,2-dihydrocyclobutabenzene-1-carboxylic acid). Reaction SMILES: [Cl:1][C:2]1[C:7]2[CH2:8][CH:9]([C:10]#N)[C:6]=2[CH:5]=[CH:4][CH:3]=1.[OH-:12].[K+].[OH2:14]>CCO>[Cl:1][C:2]1[C:7]2[CH2:8][CH:9]([C:10]([OH:14])=[O:12])[C:6]=2[CH:5]=[CH:4][CH:3]=1 |f:1.2|. Starting materials: ClC1=CC=CC2=C1CC2C#N (3-chloro-1,2-dihydrocyclobutabenzene-1-carbonitrile), [OH-].[K+] (potassium hydroxide), O (water). The yield is 85.0%. Solvent: CCO (EtOH). Reported procedure: A solution of 3-chloro-1,2-dihydrocyclobutabenzene-1-carbonitrile (196 mmol, 32 g) and potassium hydroxide (978 mmol, 54.9 g) in EtOH (500 ml)/water (100 ml) was stirred at reflux for 2 h. After evaporation of the organic solvent, the aqueous residue was washed with Et2O. The organic layer was extracted with 2N NaOH aq. and combined aqueous layers were acidified with 5 N HCl and extracted with Et2O. The extracts were washed with brine, dried over Na2SO4 and concentrated in vacuo. The residue was... The reactants are [Li]C(C)CC (sec-BuLi), solution, BrC1=C(C=C(O[Si](C)(C)C(C)(C)C)C=C1C)C ((4-bromo-3,5-dimethylphenoxy)-tert-butyl-dimethylsilane), C[Li].[Li+].[Br-] (methyllithium LiBr), solution, CN(C)C=O (DMF). Run in C1CCCCC1 (cyclohexane), C1CCOC1 (THF), CCOCC (Et2O). Reaction conditions: temperature 25 celsius, time 5 minute. The product is C(C)(C)(C)[Si](OC1=CC(=C(C=O)C(=C1)C)C)(C)C (4-(tert-butyldimethyl-silanyloxy)-2,6-dimethylbenzaldehyde). RXN SMILES: Br[C:2]1[C:15]([CH3:16])=[CH:14][C:5]([O:6][Si:7]([C:10]([CH3:13])([CH3:12])[CH3:11])([CH3:9])[CH3:8])=[CH:4][C:3]=1[CH3:17].C[Li].[Li+].[Br-].[Li]C(CC)C.CN([CH:30]=[O:31])C>C1COCC1.CCOCC.C1CCCCC1>[C:10]([Si:7]([CH3:9])([CH3:8])[O:6][C:5]1[CH:14]=[C:15]([CH3:16])[C:2]([CH:30]=[O:31])=[C:3]([CH3:17])[CH:4]=1)([CH3:13])([CH3:12])[CH3:11] |f:1.2.3|. Procedure: To a solution of (4-bromo-3,5-dimethylphenoxy)-tert-butyl-dimethylsilane (3.1 g, 9.8 mmol) in THF (30 mL) at −78° C. under N2 protection was added dropwise methyllithium/LiBr (9.3 ml of a 1.5 M solution in Et2O, 14 mmol). After 5 min of stirring, sec-BuLi (10 mL of a 1.4 M solution in cyclohexane, 14 mmol) was added slowly to the reaction solution at −78° C. After 5 min, anhydrous DMF (1.5 mL, 20 mmol) was added slowly then the solution was warmed to 25° C. After 30 min, the reaction mixture was...